From a dataset of the Open Reaction Database (ORD), a public repository of structured organic reaction records. describe an organic reaction: reactants, conditions, products, and yield The reactants are [Al+3], O=C1CNCC2c3ccccc3CCN12, [H-], [H-], [H-], [H-], [Li+], [Na+], C1CCOC1, [OH-], O. The product is c1ccc2c(c1)CCN1CCNCC21. As a reaction SMILES: [Al+3:17].[CH2:1]1[NH:2][CH2:3][C:4](=[O:15])[N:5]2[CH:6]1[c:7]1[cH:8][cH:9][cH:10][cH:11][c:12]1[CH2:13][CH2:14]2.[H-:16].[H-:19].[H-:20].[H-:21].[Li+:18].[Na+:24].[O:25]1[CH2:26][CH2:27][CH2:28][CH2:29]1.[OH-:23].[OH2:22]>>[CH2:1]1[NH:2][CH2:3][CH2:4][N:5]2[CH:6]1[c:7]1[cH:8][cH:9][cH:10][cH:11][c:12]1[CH2:13][CH2:14]2.